Dataset: the Open Reaction Database (ORD), a public repository of structured organic reaction records. Task: describe an organic reaction: reactants, conditions, products, and yield Run in C(C)(C)O (isopropanol), [OH-].[Na+] (NaOH), CC(OCC)=O (EA). Yields the product C(C)C=1C=C(C=C(C1OC[C@H]1OC1)C)C1=NOC(=N1)C1=NC=C(C(=C1)C)CC(C)C (2-[3-((S)-3-ethyl-5-methyl-4-oxiranylmethoxy-phenyl)-[1,2,4]oxadiazol-5-yl]-5-isobutyl-4-methyl-pyridine). Yield: 63.8%. Reaction SMILES: [CH2:1]([C:3]1[CH:8]=[C:7]([C:9]2[N:13]=[C:12]([C:14]3[CH:19]=[C:18]([CH3:20])[C:17]([CH2:21][CH:22]([CH3:24])[CH3:23])=[CH:16][N:15]=3)[O:11][N:10]=2)[CH:6]=[C:5]([CH3:25])[C:4]=1[OH:26])[CH3:2].[CH2:27]([C@@H:29]1[O:31][CH2:30]1)Cl>C(O)(C)C.[OH-].[Na+].CC(=O)OCC>[CH2:1]([C:3]1[CH:8]=[C:7]([C:9]2[N:13]=[C:12]([C:14]3[CH:19]=[C:18]([CH3:20])[C:17]([CH2:21][CH:22]([CH3:23])[CH3:24])=[CH:16][N:15]=3)[O:11][N:10]=2)[CH:6]=[C:5]([CH3:25])[C:4]=1[O:26][CH2:27][C@@H:29]1[CH2:30][O:31]1)[CH3:2] |f:3.4|. Reaction conditions: time 24 hour. Procedure: To a solution of the compound of Example 32 (315 mg, 896 μmol) in isopropanol (10 mL) and 3 N aq. NaOH (2 mL), (R)-epichlorohydrine (249 mg, 2.69 mmol) is added. The mixture is stirred at rt for 18 h before another portion of (R)-epichlorohydrine (249 mg, 2.69 mmol) is added. Stirring is continued at rt for 24 h. The mixture is diluted with EA and washed with water. The org. extract is concentrated and the crude product is purified on prep. TLC plates using heptane:EA 7:3 to give 2-[3-((S)-3-eth... The reactants are C(C)C1=C(C(=CC(=C1)C1=NOC(=N1)C1=NC=C(C(=C1)C)CC(C)C)C)O (2-Ethyl-4-[5-(5-isobutyl-4-methyl-pyridin-2-yl)-[1,2,4]oxadiazol-3-yl]-6-methyl-phenol), C(Cl)[C@H]1CO1 ((R)-epichlorohydrine), C(Cl)[C@H]1CO1 ((R)-epichlorohydrine). The reactants are CCCCc1ccc(B(O)O)cc1, CN1CCCC1=O, Nc1cccc(Cl)c1F, [Cs+], [F-], Nc1ccccc1, C1COCCO1, O, [Pd]. Yields the product Cl, CCCCc1ccc(-c2cccc(N)c2F)cc1. As a reaction SMILES: [CH2:17]([CH2:18][CH2:19][CH3:20])[c:21]1[cH:22][cH:23][c:24]([B:27]([OH:28])[OH:29])[cH:25][cH:26]1.[CH3:34][N:35]1[CH2:36][CH2:37][CH2:38][C:39]1=[O:40].[Cl:1][c:2]1[c:3]([F:9])[c:4]([NH2:5])[cH:6][cH:7][cH:8]1.[Cs+:31].[F-:30].[NH2:10][c:11]1[cH:12][cH:13][cH:14][cH:15][cH:16]1.[O:41]1[CH2:42][CH2:43][O:44][CH2:45][CH2:46]1.[OH2:32].[Pd:33]>>[ClH:1].[c:2]1(-[c:24]2[cH:23][cH:22][c:21]([CH2:17][CH2:18][CH2:19][CH3:20])[cH:26][cH:25]2)[c:3]([F:9])[c:4]([NH2:5])[cH:6][cH:7][cH:8]1. Reactants: aqueous solution, [OH-].[Na+] (sodium hydroxide), C(C)(C)(C)OC(=O)C1=C(C=CC=C1)C1=CC=C(C=C1)CN1C(=NC(=C1C#N)C(C(C)C)O)CCCC (1-[(2'-t-butoxycarbonylbiphenyl-4-yl)methyl]-2-butyl-4-(1-hydroxy-2-methylpropyl)imidazole-5-carbonitrile). Solvent: C(C)O (ethanol). Yields the product C(CCC)OC(=O)C1=C(C=CC=C1)C1=CC=C(C=C1)CN1C(=NC(=C1C(=O)N)C(C(C)C)O)CCCC (1-[(2'-Butoxycarbonylbiphenyl-4-yl)methyl]-2-butyl-4-(1-hydroxy-2-methylpropyl)imidazole-5-carboxamide). As a reaction SMILES: [OH-:1].[Na+].C([O:7][C:8]([C:10]1[CH:15]=[CH:14][CH:13]=[CH:12][C:11]=1[C:16]1[CH:21]=[CH:20][C:19]([CH2:22][N:23]2[C:27]([C:28]#[N:29])=[C:26]([CH:30]([OH:34])[CH:31]([CH3:33])[CH3:32])[N:25]=[C:24]2[CH2:35][CH2:36][CH2:37][CH3:38])=[CH:18][CH:17]=1)=[O:9])(C)(C)C>C(O)C>[CH2:8]([O:7][C:8]([C:10]1[CH:15]=[CH:14][CH:13]=[CH:12][C:11]=1[C:16]1[CH:21]=[CH:20][C:19]([CH2:22][N:23]2[C:27]([C:28]([NH2:29])=[O:1])=[C:26]([CH:30]([OH:34])[CH:31]([CH3:32])[CH3:33])[N:25]=[C:24]2[CH2:35][CH2:36][CH2:37][CH3:38])=[CH:18][CH:17]=1)=[O:9])[CH2:10][CH2:11][CH3:12] |f:0.1|. Procedure details: 20 ml of a 1N aqueous solution of sodium hydroxide were added to a solution of 297 mg of 1-[(2'-t-butoxycarbonylbiphenyl-4-yl)methyl]-2-butyl-4-(1-hydroxy-2-methylpropyl)imidazole-5-carbonitrile [prepared as described in step (b) above] in 20 ml of ethanol, and the resulting mixture was heated under reflux for 8 hours. An the end of this time, the reaction mixture was worked up in a similar manner to that described in Example 45(c), to afford 151 mg of the title compound as an amorphous solid. Reactants: solution, [OH-].[Na+] (sodium hyroxide), BrC1=C(C=C)C=CC=C1 (2-bromostyrene), C(Cl)(Cl)Cl (chloroform). Run at temperature 45 celsius. Product: BrC1=C(C=CC=C1)C1C(C1)(Cl)Cl (1-Bromo-2-(2,2-Dichlorocyclopropyl)-benzene). As a reaction SMILES: [OH-].[Na+].[Br:3][C:4]1[CH:11]=[CH:10][CH:9]=[CH:8][C:5]=1[CH:6]=[CH2:7].[CH:12]([Cl:15])(Cl)[Cl:13]>>[Br:3][C:4]1[CH:11]=[CH:10][CH:9]=[CH:8][C:5]=1[CH:6]1[CH2:7][C:12]1([Cl:15])[Cl:13] |f:0.1|. Procedure: A 20 ml solution of 50% sodium hyroxide was added dropwise to 2-bromostyrene (10.0 g, 54.9 mmol) in 100 ml of chloroform. The reaction mixture was warmed to 45° C. for 1 hour. After cooling the solution was separated and the organic layer was dried over magnesium sulfate and concentrated. The resulting liquid was flash chromatographed, affording 11.6 g of the desired compound. Reactants: ClCC(CO)O (1-chloro-2,3-propanediol), C(CCCCCCCCCCCCCCC)NC1=CC=C(C(=O)O)C=C1 (4-(n-hexadecylamino)benzoic acid), [H-].[Na+] (sodium hydride). Run in CN(P(=O)(N(C)C)N(C)C)C (hexamethylphosphoramide), CN(P(=O)(N(C)C)N(C)C)C (hexamethylphosphoramide). Conditions: temperature 60 celsius, time 1 hour. Yields the product C(CCCCCCCCCCCCCCC)NC1=CC=C(C(=O)OCC(CO)O)C=C1 (2,3-dihydroxypropyl 4-(n-hexadecylamino)benzoate). RXN SMILES: [CH2:1]([NH:17][C:18]1[CH:26]=[CH:25][C:21]([C:22]([OH:24])=[O:23])=[CH:20][CH:19]=1)[CH2:2][CH2:3][CH2:4][CH2:5][CH2:6][CH2:7][CH2:8][CH2:9][CH2:10][CH2:11][CH2:12][CH2:13][CH2:14][CH2:15][CH3:16].[H-].[Na+].Cl[CH2:30][CH:31]([OH:34])[CH2:32][OH:33]>CN(C)P(N(C)C)(N(C)C)=O>[CH2:1]([NH:17][C:18]1[CH:19]=[CH:20][C:21]([C:22]([O:24][CH2:30][CH:31]([OH:34])[CH2:32][OH:33])=[O:23])=[CH:25][CH:26]=1)[CH2:2][CH2:3][CH2:4][CH2:5][CH2:6][CH2:7][CH2:8][CH2:9][CH2:10][CH2:11][CH2:12][CH2:13][CH2:14][CH2:15][CH3:16] |f:1.2|. Procedure details: A solution of 7.20 g of 4-(n-hexadecylamino)benzoic acid in 25 ml of hexamethylphosphoramide is added to a stirred mixture of 0.800 g of sodium hydride (57% in mineral oil) and 25 ml of hexamethylphosphoramide. The solution which forms after one hour is treated with 11.0 g of 1-chloro-2,3-propanediol and is then stirred at 60° C. for 18 hours. Dilution with water followed by filtration affords a white solid which is crystallized from ethanol to yield 2,3-dihydroxypropyl 4-(n-hexadecylamino)benzo... Procedure: From Intermediate 4J and L-Leucine tbutyl ester. LC/MS: m/z 522 [M+H]+. 1H NMR (300 MHz, DMSO-d6) δ: 9.40-9.10 (2H, m), 7.59-7.44 (5H, m), 7.38-7.30 (4H, m), 5.71 (1H, d, J=9.6 Hz), 4.00 (1H, brs), 3.40-3.28 (1H, m), 3.25-3.15 (1H, m), 3.10-3.00 (2H, m), 1.80-1.70 (3H, m), 0.96 (6H, d, J=5.1 Hz). Reactants: NC1=C(C=CC(N1C1=CC=C(C=C1)CCOS(=O)(=O)C)=O)C(C1=CC=C(C=C1)F)=O (Methanesulfonic acid 2-{4-[6-amino-5-(4-fluoro-benzoyl)-2-oxo-2H-pyridin-1-yl]-phenyl}-ethyl ester), N[C@@H](CC(C)C)C(=O)O (L-Leucine). Yields the product NC1=C(C=CC(N1C1=CC=C(C=C1)CCN[C@@H](CC(C)C)C(=O)OC(C)(C)C)=O)C(=O)C1=CC=C(C=C1)F (tert-Butyl N-[2-(4-{6-amino-5-[(4-fluorophenyl)carbonyl]-2-oxopyridin-1(2H)-yl}phenyl)ethyl]-L-leucinate). RXN SMILES: [NH2:1][C:2]1[N:7]([C:8]2[CH:13]=[CH:12][C:11]([CH2:14][CH2:15]OS(C)(=O)=O)=[CH:10][CH:9]=2)[C:6](=[O:21])[CH:5]=[CH:4][C:3]=1[C:22](=[O:30])[C:23]1[CH:28]=[CH:27][C:26]([F:29])=[CH:25][CH:24]=1.[NH2:31][C@H:32]([C:37]([OH:39])=[O:38])[CH2:33][CH:34]([CH3:36])[CH3:35]>>[NH2:1][C:2]1[N:7]([C:8]2[CH:9]=[CH:10][C:11]([CH2:14][CH2:15][NH:31][C@H:32]([C:37]([O:39][C:3]([CH3:22])([CH3:4])[CH3:2])=[O:38])[CH2:33][CH:34]([CH3:36])[CH3:35])=[CH:12][CH:13]=2)[C:6](=[O:21])[CH:5]=[CH:4][C:3]=1[C:22]([C:23]1[CH:24]=[CH:25][C:26]([F:29])=[CH:27][CH:28]=1)=[O:30]. Reactants: CC1=NCCC2=CC(=C(C=C12)OC)OC (1-methyl-6,7-dimethoxy-3,4-dihydroisoquinoline), ClCC(CC(=O)OC)=O (methyl 4-chloroacetoacetate), C(O)([O-])=O.[Na+] (sodium hydrogen carbonate). The solvent is C(C)O (ethanol). The product is COC(CC=1C=C2N(CCC3=CC(=C(C=C23)OC)OC)C1)=O (5,6-dihydro-8,9-dimethoxypyrrolo[2,1-a]isoquinol-2-ylacetic acid methyl ester). Isolated yield 56.4%. Reaction SMILES: [CH3:1][C:2]1[C:11]2[C:6](=[CH:7][C:8]([O:14][CH3:15])=[C:9]([O:12][CH3:13])[CH:10]=2)[CH2:5][CH2:4][N:3]=1.Cl[CH2:17][C:18](=O)[CH2:19][C:20]([O:22][CH3:23])=[O:21].C(=O)([O-])O.[Na+]>C(O)C>[CH3:23][O:22][C:20](=[O:21])[CH2:19][C:18]1[CH:1]=[C:2]2[C:11]3[C:6](=[CH:7][C:8]([O:14][CH3:15])=[C:9]([O:12][CH3:13])[CH:10]=3)[CH2:5][CH2:4][N:3]2[CH:17]=1 |f:2.3|. Procedure: 10.3 g (50.0 mmol) of 1-methyl-6,7-dimethoxy-3,4-dihydroisoquinoline, 8.3 g (55.0 mmol) of methyl 4-chloroacetoacetate and 12.6 g (150 mmol) of sodium hydrogen carbonate in 100 ml of ethanol are heated at reflux for 5 hours. After evaporation to dryness, the residue is taken up in 250 ml of dichloromethane and washed twice with 100 ml of water each time. After drying the organic phase over magnesium sulphate and then concentrating, the residue (15.5 g) is chromatographed on 500 g of silica (elua...